Dataset: the Open Reaction Database (ORD), a public repository of structured organic reaction records. Task: describe an organic reaction: reactants, conditions, products, and yield Reactants: O=C([O-])[O-], CCO, CCOC(=O)C(=O)Nc1nc(C2CCCCC2)cs1, [K+], [K+], O. Product: O=C(O)C(=O)Nc1nc(C2CCCCC2)cs1. RXN SMILES: [C:21](=[O:22])([O-:23])[O-:24].[CH3:27][CH2:28][OH:29].[CH:1]1([c:7]2[n:8][c:9]([NH:12][C:13](=[O:14])[C:15](=[O:16])[O:17][CH2:18][CH3:19])[s:10][cH:11]2)[CH2:2][CH2:3][CH2:4][CH2:5][CH2:6]1.[K+:25].[K+:26].[OH2:20]>>[CH:1]1([c:7]2[n:8][c:9]([NH:12][C:13](=[O:14])[C:15](=[O:16])[OH:17])[s:10][cH:11]2)[CH2:2][CH2:3][CH2:4][CH2:5][CH2:6]1. Reaction SMILES: C(O)C.C(O)(=O)C(O)=O.[C:10]([O:14][C:15](=[O:32])[CH2:16][N:17]([C:27](=[O:31])[C@H:28]([CH3:30])[NH2:29])[CH:18]1[CH2:26][C:25]2[C:20](=[CH:21][CH:22]=[CH:23][CH:24]=2)[CH2:19]1)([CH3:13])([CH3:12])[CH3:11].C([O-])(=O)C.[Na+].C([O:45][C:46]1[CH:51]=[CH:50][C:49]([CH2:52][CH2:53][C:54](=O)[C:55]([O:57][CH2:58][CH3:59])=[O:56])=[CH:48][CH:47]=1)C1C=CC=CC=1>[Ni].C(O)(=O)C>[C:10]([O:14][C:15](=[O:32])[CH2:16][N:17]([C:27](=[O:31])[C@H:28]([CH3:30])[NH:29][CH:54]([C:55]([O:57][CH2:58][CH3:59])=[O:56])[CH2:53][CH2:52][C:49]1[CH:50]=[CH:51][C:46]([OH:45])=[CH:47][CH:48]=1)[CH:18]1[CH2:26][C:25]2[C:20](=[CH:21][CH:22]=[CH:23][CH:24]=2)[CH2:19]1)([CH3:11])([CH3:13])[CH3:12] |f:1.2,3.4|. Run in C(C)(=O)O (acetic acid). Procedure: To 100 ml of ethanol, there are added 3 g of L-alanyl-N-(indan-2-yl)glycine tert-butyl ester oxalate, 0.75 g of sodium acetate, 1.5 g of acetic acid, 5 g of molecular sieve 3A and 5 g of ethyl 4-(4-benzyloxyphenyl)-2-oxobutyrate, and catalytic reduction is carried out using Raney nickel as catalyst. When the hydrogen absorption has ceased, the catalyst is removed, and catalytic reduction is further carried out using palladium-carbon as catalyst. The catalysts is filtered off and the solvent is d... The reagents and catalysts are [Ni] (Raney nickel). The product is C(C)(C)(C)OC(CN(C1CC2=CC=CC=C2C1)C([C@@H](NC(CCC1=CC=C(C=C1)O)C(=O)OCC)C)=O)=O (N-[1-ethoxycarbonyl-3-(p-hydroxyphenyl)propyl]-L-alanyl-N-(indan-2-yl)glycine tert-butyl ester). Reactants: C(C)O (ethanol), C(C(=O)O)(=O)O.C(C)(C)(C)OC(CN(C1CC2=CC=CC=C2C1)C([C@@H](N)C)=O)=O (L-alanyl-N-(indan-2-yl)glycine tert-butyl ester oxalate), C(C)(=O)[O-].[Na+] (sodium acetate), 3A, C(C1=CC=CC=C1)OC1=CC=C(C=C1)CCC(C(=O)OCC)=O (ethyl 4-(4-benzyloxyphenyl)-2-oxobutyrate).